Dataset: the Open Reaction Database (ORD), a public repository of structured organic reaction records. Task: describe an organic reaction: reactants, conditions, products, and yield Starting materials: NC1=NC=NC(=C1C(=O)N)N1CCC(CC1)C=1N(C=C(N1)C1=CC(=C(C=C1)F)C(F)(F)F)C (4-Amino-6-{4-[4-(4-fluoro-3-trifluoromethyl-phenyl)-1-methyl-1H-imidazol-2-yl]-piperidin-1-yl}-pyrimidine-5-carboxamide), NC1=NC=NC(=C1C#N)N1CCC(CC1)C=1N(C=C(N1)C1=CC(=C(C=C1)F)C(F)(F)F)CCN1CCC1 (4-Amino-6-{4-[1-(2-azetidin-1-yl-ethyl)-4-(4-fluoro-3-trifluoromethyl-phenyl)-1H-imidazol-2-yl]-piperidin-1-yl}-pyrimidine-5-carbonitrile). Product: NC1=NC=NC(=C1C(=O)N)N1CCC(CC1)C=1N(C=C(N1)C1=CC(=C(C=C1)F)C(F)(F)F)CCN1CCC1 (4-Amino-6-{4-[1-(2-azetidin-1-yl-ethyl)-4-(4-fluoro-3-trifluoromethyl-phenyl)-1H-imidazol-2-yl]-piperidin-1-yl}-pyrimidine-5-carboxylic acid amide). RXN SMILES: [NH2:1][C:2]1[C:7]([C:8]([NH2:10])=[O:9])=[C:6]([N:11]2[CH2:16][CH2:15][CH:14]([C:17]3[N:18]([CH3:33])[CH:19]=[C:20]([C:22]4[CH:27]=[CH:26][C:25]([F:28])=[C:24]([C:29]([F:32])([F:31])[F:30])[CH:23]=4)[N:21]=3)[CH2:13][CH2:12]2)[N:5]=[CH:4][N:3]=1.NC1C(C#N)=C(N2CCC(C3N(C[CH2:66][N:67]4[CH2:70][CH2:69][CH2:68]4)C=C(C4C=CC(F)=C(C(F)(F)F)C=4)N=3)CC2)N=CN=1>>[NH2:1][C:2]1[C:7]([C:8]([NH2:10])=[O:9])=[C:6]([N:11]2[CH2:16][CH2:15][CH:14]([C:17]3[N:18]([CH2:33][CH2:66][N:67]4[CH2:70][CH2:69][CH2:68]4)[CH:19]=[C:20]([C:22]4[CH:27]=[CH:26][C:25]([F:28])=[C:24]([C:29]([F:32])([F:31])[F:30])[CH:23]=4)[N:21]=3)[CH2:13][CH2:12]2)[N:5]=[CH:4][N:3]=1. Procedure details: The title compound was prepared in an analogous manner as 4-Amino-6-{4-[4-(4-fluoro-3-trifluoromethyl-phenyl)-1-methyl-1H-imidazol-2-yl]-piperidin-1-yl}-pyrimidine-5-carboxamide using 4-Amino-6-{4-[1-(2-azetidin-1-yl-ethyl)-4-(4-fluoro-3-trifluoromethyl-phenyl)-1H-imidazol-2-yl]-piperidin-1-yl}-pyrimidine-5-carbonitrile instead of 4-amino-6-(4-{4-[4-fluoro-3-(trifluoromethyl)phenyl]-1-methyl-1H-imidazol-2-yl}piperidin-1-yl)pyrimidine-5-carbonitrile. LC-MS: (M+1=533, obsd.=533). The reactants are C(C)(C)NC(C)C (diisopropylamine), C(CCC)[Li] (n-butyllithium), resultant mixture, BrCCCCCBr (1,5-dibromopentane), C(C(C)C)(=O)OCC (Ethyl isobutyrate), [Cl-].[NH4+] (ammonium chloride). Run in C1CCOC1 (THF). Run at temperature -78 celsius, time 30 minute. Product: BrCCCCCC(C(=O)OCC)(C)C (Ethyl 7-bromo-2,2-dimethylheptanoate). Reaction SMILES: C(NC(C)C)(C)C.C([Li])CCC.[C:13]([O:18][CH2:19][CH3:20])(=[O:17])[CH:14]([CH3:16])[CH3:15].Br[CH2:22][CH2:23][CH2:24][CH2:25][CH2:26][Br:27].[Cl-].[NH4+]>C1COCC1>[Br:27][CH2:26][CH2:25][CH2:24][CH2:23][CH2:22][C:14]([CH3:16])([CH3:15])[C:13]([O:18][CH2:19][CH3:20])=[O:17] |f:4.5|. Procedure: To a solution of diisopropylamine (5.82 mL) in THF (30 mL) was added n-butyllithium (2.5M in hexanes, 16.4 mL) at 0° C. and the mixture was stirred for 30 min at this temperature before being cooled to −78° C. Ethyl isobutyrate (5 mL) was added dropwise and the resultant mixture was stirred at −78° C. for 1 h before addition of 1,5-dibromopentane (5.61 mL). The reaction mixture was stirred at −78° C. for 1 h then at RT for 2.5 h before being poured into saturated ammonium chloride solution. The ... The reactants are C1(=CC=CC=C1)C=1C=[N+](C=CC1)[O-] (3-phenyl-pyridine 1-oxide), P(=O)(Cl)(Cl)Cl (phosphorus oxychloride). Yields the product ClC1=NC=CC=C1C1=CC=CC=C1 (2-chloro-3-phenyl-pyridine). Yield: 28.4%. RXN SMILES: [C:1]1([C:7]2[CH:8]=[N+:9]([O-])[CH:10]=[CH:11][CH:12]=2)[CH:6]=[CH:5][CH:4]=[CH:3][CH:2]=1.P(Cl)(Cl)([Cl:16])=O>>[Cl:16][C:8]1[C:7]([C:1]2[CH:6]=[CH:5][CH:4]=[CH:3][CH:2]=2)=[CH:12][CH:11]=[CH:10][N:9]=1. Reported procedure: Dissolve 3-phenyl-pyridine 1-oxide (1.0 g, 5.84 mmol) in phosphorus oxychloride (14 mL, 153 mmol). Heat the reaction to 105° C. for 6 hours, cool to ambient temperature and pour reaction mixture slowly onto ice with stirring to quench the excess phosphorus oxychloride. Basify with concentrated ammonium hydroxide and extract with dichloromethane. Wash the organic extract with brine, dry over sodium sulfate, filter and concentrate under reduced pressure. Purify the residue by silica gel chromatogr... The reactants are CCOC(=O)CCc1cn(Cc2ccc(O)cc2)nc1OCC, CN(C)C=O, ClCn1nnc2ccccc21, [H-], [Na+], O. Yields the product CCOC(=O)CCc1cn(Cc2ccc(OCn3nnc4ccccc43)cc2)nc1OCC. Reaction SMILES: [CH2:3]([CH3:4])[O:5][c:6]1[n:7][n:8]([CH2:18][c:19]2[cH:20][cH:21][c:22]([OH:25])[cH:23][cH:24]2)[cH:9][c:10]1[CH2:11][CH2:12][C:13](=[O:14])[O:15][CH2:16][CH3:17].[CH3:38][N:39]([CH3:40])[CH:41]=[O:42].[Cl:26][CH2:27][n:28]1[n:29][n:30][c:31]2[c:32]1[cH:33][cH:34][cH:35][cH:36]2.[H-:1].[Na+:2].[OH2:37]>>[CH2:3]([CH3:4])[O:5][c:6]1[n:7][n:8]([CH2:18][c:19]2[cH:20][cH:21][c:22]([O:25][CH2:27][n:28]3[n:29][n:30][c:31]4[c:32]3[cH:33][cH:34][cH:35][cH:36]4)[cH:23][cH:24]2)[cH:9][c:10]1[CH2:11][CH2:12][C:13](=[O:14])[O:15][CH2:16][CH3:17]. The reactants are C1(=CC=CC=C1)C(C(C)=O)C(C)=O (3-phenyl-2,4-pentanedione), N(N)C=1C=C(C=CC1)CCO (2-(3-hydrazinophenyl)ethanol), Cl (hydrochloride). Yields the product CC1=NN(C(=C1C1=CC=CC=C1)C)C=1C=C(C=CC1)CCO (2-[3-(3,5-Dimethyl-4-phenyl-1H-pyrazol-1-yl)phenyl]ethanol). Reaction SMILES: [C:1]1([CH:7]([C:11](=O)[CH3:12])[C:8](=O)[CH3:9])[CH:6]=[CH:5][CH:4]=[CH:3][CH:2]=1.[NH:14]([C:16]1[CH:17]=[C:18]([CH2:22][CH2:23][OH:24])[CH:19]=[CH:20][CH:21]=1)[NH2:15].Cl>>[CH3:12][C:11]1[C:7]([C:1]2[CH:6]=[CH:5][CH:4]=[CH:3][CH:2]=2)=[C:8]([CH3:9])[N:14]([C:16]2[CH:17]=[C:18]([CH2:22][CH2:23][OH:24])[CH:19]=[CH:20][CH:21]=2)[N:15]=1. Procedure: The title compound was prepared according to the procedure described in step 1 of Example 1 from 3-phenyl-2,4-pentanedione and 2-(3-hydrazinophenyl)ethanol (WO 94/07896) hydrochloride: MS (ESI) m/z 293 [M+H]+, 1H-NMR (CDCl3) δ 7.44-7.22 (9H, m), 3.87 (2H, t, J=6.0 Hz), 2.67 (2H, t, J=6.0 Hz), 2.33 (3H, s), 2.15 (3H, s). The reactants are CCN1C=C(C(=O)C2=C1N=C(N=C2)N3CCNCC3)C(=O)O (Pipemidic acid), IC1=C(C=CC=C1)N=C=S (2-iodophenyl isothiocyanate). Product: IC1=C(C=CC=C1)NC(=S)N1CCN(CC1)C=1N=CC2=C(N1)N(C=C(C2=O)C(=O)O)CC (2-(4-{[(2-iodophenyl)amino]carbonothioyl}-1-piperazinyl)-8-ethyl-5-oxo-5,8-dihydropyrido[2,3-d]pyrimidine-6-carboxylic acid). Reaction SMILES: [CH3:1][CH2:2][N:3]1[C:9]2[N:10]=[C:11]([N:14]3[CH2:19][CH2:18][NH:17][CH2:16][CH2:15]3)[N:12]=[CH:13][C:8]=2[C:6](=[O:7])[C:5]([C:20]([OH:22])=[O:21])=[CH:4]1.[I:23][C:24]1[CH:29]=[CH:28][CH:27]=[CH:26][C:25]=1[N:30]=[C:31]=[S:32]>>[I:23][C:24]1[CH:29]=[CH:28][CH:27]=[CH:26][C:25]=1[NH:30][C:31]([N:17]1[CH2:18][CH2:19][N:14]([C:11]2[N:12]=[CH:13][C:8]3[C:6](=[O:7])[C:5]([C:20]([OH:22])=[O:21])=[CH:4][N:3]([CH2:2][CH3:1])[C:9]=3[N:10]=2)[CH2:15][CH2:16]1)=[S:32]. Reported procedure: Pipemidic acid (25 mg, 0.0824 mmol) and 2-iodophenyl isothiocyanate (21.5 mg, 0.0824 mmol) were used. Purification on silica yielded compound 26 in Table 1, below (35 mg, 75%). 1H NMR (300 MHz, CDCl3) δ 9.36-9.30 (m, 1H), 8.69-8.65 (m, 1H), 7.89-7.82 (m, 1H), 7.62-7.55 (m, 1H), 7.41-7.32 (m, 1H), 7.00-6.92 (m, 1H), 4.40-4.01 (m, 10H), 1.53-1.44 (m, 3H) ppm.